Dataset: the Open Reaction Database (ORD), a public repository of structured organic reaction records. Task: describe an organic reaction: reactants, conditions, products, and yield The reactants are CC(=O)Cl, CCCc1cnc(N2CC(SC(c3ccccc3)(c3ccccc3)c3ccccc3)CC2CNCc2cc(F)ccc2F)nc1, O, c1ccncc1. The product is CCCc1cnc(N2CC(SC(c3ccccc3)(c3ccccc3)c3ccccc3)CC2CN(Cc2cc(F)ccc2F)C(C)=O)nc1. RXN SMILES: [CH3:46][C:47]([Cl:48])=[O:49].[F:1][c:2]1[c:3]([CH2:4][NH:5][CH2:6][CH:7]2[N:8]([c:32]3[n:33][cH:34][c:35]([CH2:38][CH2:39][CH3:40])[cH:36][n:37]3)[CH2:9][CH:10]([S:12][C:13]([c:14]3[cH:15][cH:16][cH:17][cH:18][cH:19]3)([c:20]3[cH:21][cH:22][cH:23][cH:24][cH:25]3)[c:26]3[cH:27][cH:28][cH:29][cH:30][cH:31]3)[CH2:11]2)[cH:41][c:42]([F:45])[cH:43][cH:44]1.[OH2:50].[cH:51]1[cH:52][cH:53][n:54][cH:55][cH:56]1>>[F:1][c:2]1[c:3]([CH2:4][N:5]([CH2:6][CH:7]2[N:8]([c:32]3[n:33][cH:34][c:35]([CH2:38][CH2:39][CH3:40])[cH:36][n:37]3)[CH2:9][CH:10]([S:12][C:13]([c:14]3[cH:15][cH:16][cH:17][cH:18][cH:19]3)([c:20]3[cH:21][cH:22][cH:23][cH:24][cH:25]3)[c:26]3[cH:27][cH:28][cH:29][cH:30][cH:31]3)[CH2:11]2)[C:47]([CH3:46])=[O:49])[cH:41][c:42]([F:45])[cH:43][cH:44]1. Starting materials: C1(=CC=CC=C1)B(O)O (phenylboronic acid), ClC1=CC=C(C=N1)C(=O)N1CC=2N(CC3=C1C=CC=C3)C=CC2 ((6-Chloro-pyridin-3-yl)-[10,11-dihydro-5H-pyrrolo[2,1-c][1,4]benzodiazepin-10-yl]methanone), C([O-])([O-])=O.[Na+].[Na+] (sodium carbonate), C(C)O (ethanol). The reagents and catalysts are C(C)(=O)[O-].[Pd+] (palladium(I) acetate). Solvent: C1(=CC=CC=C1)C (toluene). Yields the product C1(=CC=CC=C1)C1=CC=C(C=N1)C(=O)N1CC=2N(CC3=C1C=CC=C3)C=CC2 ((6-Phenyl-pyridin-3-yl)-[10,11-dihydro-5H-pyrrolo[2,1-c][1,4]benzodiazepin-10-yl]methanone). Isolated yield 27.5%. Reaction SMILES: [C:1]1(B(O)O)[CH:6]=[CH:5][CH:4]=[CH:3][CH:2]=1.Cl[C:11]1[N:16]=[CH:15][C:14]([C:17]([N:19]2[C:25]3[CH:26]=[CH:27][CH:28]=[CH:29][C:24]=3[CH2:23][N:22]3[CH:30]=[CH:31][CH:32]=[C:21]3[CH2:20]2)=[O:18])=[CH:13][CH:12]=1.C(=O)([O-])[O-].[Na+].[Na+].C(O)C>C1(C)C=CC=CC=1.C([O-])(=O)C.[Pd+]>[C:1]1([C:11]2[N:16]=[CH:15][C:14]([C:17]([N:19]3[C:25]4[CH:26]=[CH:27][CH:28]=[CH:29][C:24]=4[CH2:23][N:22]4[CH:30]=[CH:31][CH:32]=[C:21]4[CH2:20]3)=[O:18])=[CH:13][CH:12]=2)[CH:6]=[CH:5][CH:4]=[CH:3][CH:2]=1 |f:2.3.4,7.8|. Reported procedure: The title compound was prepared in the manner of Example 28 using phenylboronic acid (0.269 g), (6-chloro-pyridin-3-yl-[10,11-dihydro-5H-pyrrolo[2,1-c][1,4]benzodiazepin-10-yl]methanone of Example 28, Step A (0.645 g) and palladium(I) acetate (0.01 7g), in a mixture of toluene (1 2 mL), 1 M aqueous sodium carbonate (4 mL) and ethanol (2 mL). The initially obtained foam (0.387 g) was purified by HPLC (Primesphere C18, 5×25 cm column eluting with 55% acetonitrile in water containing 0.1% formic ac...